From a dataset of the Open Reaction Database (ORD), a public repository of structured organic reaction records. describe an organic reaction: reactants, conditions, products, and yield Starting materials: O1CCOCC1 (Dioxane), ClC=1C(=C2C(=NC1)NC(=N2)C2=CC=C(C=C2)OCCN2CCOCC2)Cl (6,7-Dichloro-2-[4-(2-morpholin-4-ylethoxy)phenyl]-3H-imidazo[4,5-b]pyridine), CC1=CC=C(C=C1)B(O)O (4-methylphenylboronic acid), C(=O)([O-])[O-].[K+].[K+] (K2CO3). The reagents and catalysts are C=1C=CC(=CC1)[P](C=2C=CC=CC2)(C=3C=CC=CC3)[Pd]([P](C=4C=CC=CC4)(C=5C=CC=CC5)C=6C=CC=CC6)([P](C=7C=CC=CC7)(C=8C=CC=CC8)C=9C=CC=CC9)[P](C=1C=CC=CC1)(C=1C=CC=CC1)C=1C=CC=CC1 (Pd(PPh3)4). Run in CCOC(=O)C (EtOAc). Run at temperature 100 celsius. The product is ClC=1C(=C2C(=NC1)NC(=N2)C2=CC=C(C=C2)OCCN2CCOCC2)C2=CC=C(C=C2)C (6-Chloro-7-(4-methylphenyl)-2-[4-(2-morpholin-4-ylethoxy)phenyl]-3H-imidazo[4,5-b]pyridine). The yield is 32.6%. Reaction SMILES: [Cl:1][C:2]1[C:3](Cl)=[C:4]2[N:10]=[C:9]([C:11]3[CH:16]=[CH:15][C:14]([O:17][CH2:18][CH2:19][N:20]4[CH2:25][CH2:24][O:23][CH2:22][CH2:21]4)=[CH:13][CH:12]=3)[NH:8][C:5]2=[N:6][CH:7]=1.[CH3:27][C:28]1[CH:33]=[CH:32][C:31](B(O)O)=[CH:30][CH:29]=1.C([O-])([O-])=O.[K+].[K+].O1CCOCC1>C1C=CC([P]([Pd]([P](C2C=CC=CC=2)(C2C=CC=CC=2)C2C=CC=CC=2)([P](C2C=CC=CC=2)(C2C=CC=CC=2)C2C=CC=CC=2)[P](C2C=CC=CC=2)(C2C=CC=CC=2)C2C=CC=CC=2)(C2C=CC=CC=2)C2C=CC=CC=2)=CC=1.CCOC(C)=O>[Cl:1][C:2]1[C:3]([C:31]2[CH:32]=[CH:33][C:28]([CH3:27])=[CH:29][CH:30]=2)=[C:4]2[N:10]=[C:9]([C:11]3[CH:12]=[CH:13][C:14]([O:17][CH2:18][CH2:19][N:20]4[CH2:21][CH2:22][O:23][CH2:24][CH2:25]4)=[CH:15][CH:16]=3)[NH:8][C:5]2=[N:6][CH:7]=1 |f:2.3.4,^1:52,54,73,92|. Procedure: 6,7-Dichloro-2-[4-(2-morpholin-4-ylethoxy)phenyl]-3H-imidazo[4,5-b]pyridine (Example 206) (0.050 g, 0.13 mmol), 4-methylphenylboronic acid (0.027 g, 0.19 mmol), K2CO3 (0.097 g, 0.70 mmol) and Pd(PPh3)4 (0.029 g, 0.025 mmol) were mixed in a vial. Dioxane (3 ml) was added and the reaction mixture was heated to 100° C. under argon for 4 h. EtOAc (50 ml) was added and the solution was washed with water. Drying (Na2SO4) and evaporation gave crude material which was purified by column chromatography (... Reported procedure: The title compound was prepared in an analogous fashion to that described in Example 151 using 5-bromo-6-((2-hydroxyethyl)(methyl)amino)-N-(4-((trifluoromethyl)thio)phenyl)nicotinamide (Stage 192.1) and 5-(4,4,5,5-tetramethyl-1,3,2-dioxaborolan-2-yl)nicotinonitrile to afford a yellow solid. UPLC-MS (Condition 3) tR=1.09 min, m/z=474.3 [M+H]+, m/z=472.3 [M−H]−; 1H-NMR (400 MHz, DMSO-d6) δ ppm 2.70 (s, 3H) 3.42-3.52 (m, 2H) 3.52-3.62 (m, 2H) 4.68 (br. s, 1H) 7.70 (d, J=8.56 Hz, 2H) 7.88-7.98 (m, 2... The product is C(#N)C=1C=C(C=NC1)C=1C(=NC=C(C1)C(=O)NC1=CC=C(C=C1)SC(F)(F)F)N(C)CCO (5′-Cyano-2-((2-hydroxyethyl)(methyl)amino)-N-(4-((trifluoromethyl)thio)phenyl)-[3,3′-bipyridine]-5-carboxamide). Reaction SMILES: Br[C:2]1[C:3]([N:22]([CH2:24][CH2:25][OH:26])[CH3:23])=[N:4][CH:5]=[C:6]([CH:21]=1)[C:7]([NH:9][C:10]1[CH:15]=[CH:14][C:13]([S:16][C:17]([F:20])([F:19])[F:18])=[CH:12][CH:11]=1)=[O:8].CC1(C)C(C)(C)OB([C:35]2[CH:36]=[N:37][CH:38]=[C:39]([CH:42]=2)[C:40]#[N:41])O1>>[C:40]([C:39]1[CH:42]=[C:35]([C:2]2[C:3]([N:22]([CH2:24][CH2:25][OH:26])[CH3:23])=[N:4][CH:5]=[C:6]([C:7]([NH:9][C:10]3[CH:15]=[CH:14][C:13]([S:16][C:17]([F:20])([F:19])[F:18])=[CH:12][CH:11]=3)=[O:8])[CH:21]=2)[CH:36]=[N:37][CH:38]=1)#[N:41]. Reactants: BrC=1C(=NC=C(C(=O)NC2=CC=C(C=C2)SC(F)(F)F)C1)N(C)CCO (5-bromo-6-((2-hydroxyethyl)(methyl)amino)-N-(4-((trifluoromethyl)thio)phenyl)nicotinamide), CC1(OB(OC1(C)C)C=1C=NC=C(C#N)C1)C (5-(4,4,5,5-tetramethyl-1,3,2-dioxaborolan-2-yl)nicotinonitrile). Reactants: CCc1c(C)nc2n(Cc3ccc(C(=O)c4ccc(Cl)nc4)cc3)ccn2c1=O, c1ccc(N2CCNCC2)cc1, c1ccncc1. Yields the product CCc1c(C)nc2n(Cc3ccc(C(=O)c4ccc(N5CCN(c6ccccc6)CC5)nc4)cc3)ccn2c1=O. As a reaction SMILES: [Cl:1][c:2]1[n:3][cH:4][c:5]([C:6](=[O:7])[c:8]2[cH:9][cH:10][c:11]([CH2:12][n:13]3[cH:14][cH:15][n:16]4[c:17]3[n:18][c:19]([CH3:25])[c:20]([CH2:23][CH3:24])[c:21]4=[O:22])[cH:26][cH:27]2)[cH:28][cH:29]1.[c:30]1([N:36]2[CH2:37][CH2:38][NH:39][CH2:40][CH2:41]2)[cH:31][cH:32][cH:33][cH:34][cH:35]1.[cH:42]1[cH:43][cH:44][n:45][cH:46][cH:47]1>>[c:2]1([N:39]2[CH2:38][CH2:37][N:36]([c:30]3[cH:31][cH:32][cH:33][cH:34][cH:35]3)[CH2:41][CH2:40]2)[n:3][cH:4][c:5]([C:6](=[O:7])[c:8]2[cH:9][cH:10][c:11]([CH2:12][n:13]3[cH:14][cH:15][n:16]4[c:17]3[n:18][c:19]([CH3:25])[c:20]([CH2:23][CH3:24])[c:21]4=[O:22])[cH:26][cH:27]2)[cH:28][cH:29]1. Starting materials: C(=O)(OC(C)(C)C)N[C@@H](CC1=CC=CC=C1)C(=O)O (N-Boc-L-phenylalanine), C1CCC(CC1)N=C=NC2CCCCC2 (DCC), C(C)(N)=NO (Acetamidoxime), N1=CC=CC=C1 (pyridine). Run in C(Cl)Cl (CH2Cl2), C(Cl)Cl (CH2Cl2), CCOC(=O)C (EtOAc). Reaction conditions: time 1 hour. Yields the product C(C)(C)(C)OC(N[C@H](CC1=CC=CC=C1)C1=NC(=NO1)C)=O ((R)-[1-(3-methyl-[1,2,4]oxadiazol-5-yl)-2-phenylethyl]carbamic acid tertbutyl ester). Isolated yield 98.6%. As a reaction SMILES: [C:1]([NH:8][C@H:9]([C:17]([OH:19])=O)[CH2:10][C:11]1[CH:16]=[CH:15][CH:14]=[CH:13][CH:12]=1)([O:3][C:4]([CH3:7])([CH3:6])[CH3:5])=[O:2].C1CCC(N=C=NC2CCCCC2)CC1.[C:35](=[N:38]O)([NH2:37])[CH3:36].N1C=CC=CC=1>C(Cl)Cl.CCOC(C)=O>[C:4]([O:3][C:1](=[O:2])[NH:8][C@@H:9]([C:17]1[O:19][N:38]=[C:35]([CH3:36])[N:37]=1)[CH2:10][C:11]1[CH:12]=[CH:13][CH:14]=[CH:15][CH:16]=1)([CH3:5])([CH3:6])[CH3:7]. Procedure details: To a solution of N-Boc-L-phenylalanine (2.0 g, 7.5 mmol) in CH2Cl2 (20 mL) at 0° C. was added DCC (780 mg, 3.8 mmol) in CH2Cl2 (20 mL) via cannula. The reaction mixture was stirred for 1 h, the precipitate filtered off, and the filterate concentrated to dryness. Acetamidoxime (195 mg, 2.64 mmol) and pyridine (20 mL) were added and the reaction mixture heated at reflux for 1.5 h and then at RT for 16 h. The reaction mixture was poured into EtOAc (50 mL) and washed with 10% citric acid (3×25 mL). ... The reactants are C(CCCCC)C=1C=C(C=CC1)C1=NC(=C(N1C)C(=O)N1CCC(CC1)N1CCCC1)I ([2-(3-Hexyl-phenyl)-5-iodo-3-methyl-3H-imidazol-4-yl]-(4-pyrrolidin-1-yl-piperidin-1-yl)-methanone), COC1=CC=C(C=N1)B(O)O (6-methoxy-pyridin-3-yl-boronic acid). The product is C(CCCCC)C=1C=C(C=CC1)C1=NC(=C(N1C)C(=O)N1CCC(CC1)N1CCCC1)C=1C=NC(=CC1)OC ([2-(3-Hexyl-phenyl)-5-(6-methoxy-pyridin-3-yl)-3-methyl-3H-imidazol-4-yl]-(4-pyrrolidin-1-yl-piperidin-1-yl)-methanone). RXN SMILES: [CH2:1]([C:7]1[CH:8]=[C:9]([C:13]2[N:17]([CH3:18])[C:16]([C:19]([N:21]3[CH2:26][CH2:25][CH:24]([N:27]4[CH2:31][CH2:30][CH2:29][CH2:28]4)[CH2:23][CH2:22]3)=[O:20])=[C:15](I)[N:14]=2)[CH:10]=[CH:11][CH:12]=1)[CH2:2][CH2:3][CH2:4][CH2:5][CH3:6].[CH3:33][O:34][C:35]1[N:40]=[CH:39][C:38](B(O)O)=[CH:37][CH:36]=1>>[CH2:1]([C:7]1[CH:8]=[C:9]([C:13]2[N:17]([CH3:18])[C:16]([C:19]([N:21]3[CH2:26][CH2:25][CH:24]([N:27]4[CH2:31][CH2:30][CH2:29][CH2:28]4)[CH2:23][CH2:22]3)=[O:20])=[C:15]([C:38]3[CH:39]=[N:40][C:35]([O:34][CH3:33])=[CH:36][CH:37]=3)[N:14]=2)[CH:10]=[CH:11][CH:12]=1)[CH2:2][CH2:3][CH2:4][CH2:5][CH3:6]. Procedure: In analogy to the procedure described for example 7, [2-(3-hexyl-phenyl)-5-iodo-3-methyl-3H-imidazol-4-yl]-(4-pyrrolidin-1-yl-piperidin-1-yl)-methanone (example 2) was reacted with 6-methoxy-pyridin-3-yl-boronic acid to give the title compound as light yellow oil. MS: 530.3 (MH+). Starting materials: C(c1cccc(c2ccc(cc2)OC(F)(F)F)n1)=O, CC1=CN=C(C=C1)N, [C-]#[N+]C1CCCCC1. The reagents and catalysts are O=C(O)C(F)(F)F (trifluoroacetic acid). The solvent is CC(C)O (isopropyl alcohol), CC(C)O (isopropylalcohol). Conditions: temperature 22 celsius, time 20 hour. Yields the product Cc1ccc2nc(c3cccc(c4ccc(cc4)OC(F)(F)F)n3)c(NC3CCCCC3)n2c1. The yield is 100.0%. RXN SMILES: CC1=CC=C(N)N=C1.[C-]#[N+]C1CCCCC1.FC(F)(F)OC1=CC=C(C=C1)C1=NC(C=O)=CC=C1>>CC1=CN2C(C=C1)=NC(=C2NC1CCCCC1)C1=CC=CC(=N1)C1=CC=C(OC(F)(F)F)C=C1.